Dataset: the Open Reaction Database (ORD), a public repository of structured organic reaction records. Task: describe an organic reaction: reactants, conditions, products, and yield The reactants are CO, CCOC(C)=O, Cl, COC(=O)c1ccc(S(=O)(=O)N(Cc2ccc(F)c(C(F)(F)F)c2)c2sc3ccccc3c2C)cc1, [Na+], [OH-]. RXN SMILES: [CH3:1][OH:2].[CH3:41][CH2:42][O:43][C:44]([CH3:45])=[O:46].[ClH:47].[F:3][c:4]1[c:5]([C:35]([F:36])([F:37])[F:38])[cH:6][c:7]([CH2:8][N:9]([S:10](=[O:11])(=[O:12])[c:13]2[cH:14][cH:15][c:16]([C:19](=[O:20])[O:21][CH3:22])[cH:17][cH:18]2)[c:23]2[c:24]([CH3:32])[c:25]3[c:26]([s:27]2)[cH:28][cH:29][cH:30][cH:31]3)[cH:33][cH:34]1.[Na+:40].[OH-:39]>>[F:3][c:4]1[c:5]([C:35]([F:36])([F:37])[F:38])[cH:6][c:7]([CH2:8][N:9]([S:10](=[O:11])(=[O:12])[c:13]2[cH:14][cH:15][c:16]([C:19](=[O:20])[OH:21])[cH:17][cH:18]2)[c:23]2[c:24]([CH3:32])[c:25]3[c:26]([s:27]2)[cH:28][cH:29][cH:30][cH:31]3)[cH:33][cH:34]1. Product: Cc1c(N(Cc2ccc(F)c(C(F)(F)F)c2)S(=O)(=O)c2ccc(C(=O)O)cc2)sc2ccccc12. Starting materials: C=CCCC12CCC3C(CCC4=CC(=O)CCC43C)C1CCC2=O, CC12CCC3C(C=CC4=CC(=O)CCC43C)C1CCC2=O. Product: C=CCCC12CCC3C(C=CC4=CC(=O)CCC43C)C1CCC2=O. Reaction SMILES: [CH2:22]([CH:23]=[CH2:24])[CH2:25][C:26]12[C:27](=[O:45])[CH2:28][CH2:29][CH:30]1[CH:31]1[CH2:32][CH2:33][C:34]3=[CH:35][C:36](=[O:44])[CH2:37][CH2:38][C:39]3([CH3:40])[CH:41]1[CH2:42][CH2:43]2.[CH3:1][C:2]12[CH2:3][CH2:4][CH:5]3[CH:6]([CH:7]=[CH:8][C:9]4=[CH:16][C:14](=[O:15])[CH2:13][CH2:12][C:10]34[CH3:11])[CH:17]1[CH2:18][CH2:19][C:20]2=[O:21]>>[CH2:22]([CH:23]=[CH2:24])[CH2:25][C:26]12[C:27](=[O:45])[CH2:28][CH2:29][CH:30]1[CH:31]1[CH:32]=[CH:33][C:34]3=[CH:35][C:36](=[O:44])[CH2:37][CH2:38][C:39]3([CH3:40])[CH:41]1[CH2:42][CH2:43]2. Reactants: C(C)(=O)NC=1C=C(C(=O)O)C=CN1 (2-Acetylamino-isonicotinic acid), C(=O)(O)[O-].[Na+] (NaHCO3), C(C)O (ethanol). Yields the product C(C)OC(C1=CC(=NC=C1)N)=O (2-amino-isonicotinic acid ethyl ester). Yield: 79.0%. RXN SMILES: C([NH:4][C:5]1[CH:6]=[C:7]([CH:11]=[CH:12][N:13]=1)[C:8]([OH:10])=[O:9])(=O)C.C([O-])(O)=O.[Na+].[CH2:19](O)[CH3:20]>>[CH2:19]([O:10][C:8](=[O:9])[C:7]1[CH:11]=[CH:12][N:13]=[C:5]([NH2:4])[CH:6]=1)[CH3:20] |f:1.2|. Reported procedure: 2-Acetylamino-isonicotinic acid (10.8 g, 60.0 mmol) was suspended in ethanol (150 mL) and BF3OEt2 (22 mL, 138 mmol) was added. The mixture was refluxed overnight, and after cooling to room temperature 10% NaHCO3 (250 mL) was added. The product was extracted with chloroform and the combined organic extracts were washed with water and dried. Filtering and concentration afforded 2-amino-isonicotinic acid ethyl ester (7.46 g, 79%) as pale yellow crystals. Reactants: C(C)OC(=O)N1CCC(CC1)C1=CNC2=CC(=CC=C12)F (4-(6-fluoro-1H-indol-3-yl)-piperidine-1-carboxylic acid ethyl ester), CS(=O)(=O)OCCC1=CSC=C1 (2-thiophen-3-yl-ethyl methansulfonate). Conditions: temperature 60 celsius, time 3 hour. Product: C(C)OC(=O)N1CCC(CC1)C1=CN(C2=CC(=CC=C12)F)CCC1=CSC=C1 (4-[6-fluoro-1-(2-thiophen-3-yl-ethyl)-1H-indol-3-yl]-piperidine-1-carboxylic acid ethyl ester). Yield: 101.3%. Reaction SMILES: [CH2:1]([O:3][C:4]([N:6]1[CH2:11][CH2:10][CH:9]([C:12]2[C:20]3[C:15](=[CH:16][C:17]([F:21])=[CH:18][CH:19]=3)[NH:14][CH:13]=2)[CH2:8][CH2:7]1)=[O:5])[CH3:2].CS(O[CH2:27][CH2:28][C:29]1[CH:33]=[CH:32][S:31][CH:30]=1)(=O)=O>>[CH2:1]([O:3][C:4]([N:6]1[CH2:11][CH2:10][CH:9]([C:12]2[C:20]3[C:15](=[CH:16][C:17]([F:21])=[CH:18][CH:19]=3)[N:14]([CH2:27][CH2:28][C:29]3[CH:33]=[CH:32][S:31][CH:30]=3)[CH:13]=2)[CH2:8][CH2:7]1)=[O:5])[CH3:2]. Procedure: This compound was prepared following the procedure described in example 13 (part B) starting with 4 g (13.8 mmol) of 4-(6-fluoro-1H-indol-3-yl)-piperidine-1-carboxylic acid ethyl ester (example 24, part A) and 3.3 g (16 mmol) of 2-thiophen-3-yl-ethyl methansulfonate. The reaction mixture was stirred at 60° C. for 3 hours. After standard work-up, 5.6 g (100% of yield) of 4-[6-fluoro-1-(2-thiophen-3-yl-ethyl)-1H-indol-3-yl]-piperidine-1-carboxylic acid ethyl ester were obtained.